From a dataset of the Open Reaction Database (ORD), a public repository of structured organic reaction records. describe an organic reaction: reactants, conditions, products, and yield Starting materials: C(C=C)OC/C(=C/C1=CC=CC=C1)/C ((1E)-[3-(allyloxy)-2-methyl-1-propenyl]benzene), RuCl2(PPh3)3, C1=CC=CC=C1 (benzene). The product is CC(C=O)C(C(=C)C)C1=CC=CC=C1 (2,4-Dimethyl-3-phenyl-4-pentenal). The yield is 80.0%. As a reaction SMILES: C([O:4][CH2:5]/[C:6](/[CH3:14])=[CH:7]/[C:8]1[CH:13]=[CH:12][CH:11]=[CH:10][CH:9]=1)C=C.[CH:15]1[CH:20]=CC=C[CH:16]=1>>[CH3:14][CH:6]([CH:7]([C:8]1[CH:9]=[CH:10][CH:11]=[CH:12][CH:13]=1)[C:15]([CH3:20])=[CH2:16])[CH:5]=[O:4]. Reported procedure: The (1E)-[3-(allyloxy)-2-methyl-1-propenyl]benzene (107.79 g, 0.571 mol), [RuCl2(PPh3)3] (3.13 g), BHT (1 g) and benzene (500 ml) were heated together in an autoclave in an oil bath at 190° C. for 4 hours. After cooling to room temperature, solvents were evaporated and the residue was distilled trough a 20-cm Widmer column to give 85.9 g of the desired compound (0.457 mol, 80%) as a 3:1 mixture of diastereoisomers. B.P.=95° C./0.032 mbar Starting materials: C(CCCCC)N1C(C2C(C2C1)C1=CC=CC=C1)=O (3-hexyl-6-phenyl-3-azabicyclo[3.1.0]hexan-2-one), [H-].[Al+3].[Li+].[H-].[H-].[H-] (lithium aluminium hydride), O1CCCC1 (tetrahydrofuran). The solvent is O (Water). Run at time 4 hour. The product is C(CCCCC)N1CC2C(C2C1)C1=CC=CC=C1 (3-Hexyl-6-phenyl-3-azabicyclo[3.1.0]hexane). The yield is 38.3%. RXN SMILES: [CH2:1]([N:7]1[CH2:12][CH:11]2[CH:9]([CH:10]2[C:13]2[CH:18]=[CH:17][CH:16]=[CH:15][CH:14]=2)[C:8]1=O)[CH2:2][CH2:3][CH2:4][CH2:5][CH3:6].[H-].[Al+3].[Li+].[H-].[H-].[H-].O1CCCC1>O>[CH2:1]([N:7]1[CH2:12][CH:11]2[CH:9]([CH:10]2[C:13]2[CH:18]=[CH:17][CH:16]=[CH:15][CH:14]=2)[CH2:8]1)[CH2:2][CH2:3][CH2:4][CH2:5][CH3:6] |f:1.2.3.4.5.6|. Procedure: To a solution of 3-hexyl-6-phenyl-3-azabicyclo[3.1.0]hexan-2-one (Preparation 27, 40 mg, 0.15 mmol) in anhydrous tetrahydrofaran (2 ml) at room temperature under nitrogen, was added dropwise a solution of lithium aluminium hydride 1.0 M in tetrahydrofuran (0.3 ml, 0.3 mmol), then the mixture was heated to 60□ C. for 4 hours, cooled and stirred at room temperature for 64 hours. Water (30 ml) was carefully added, then the mixture was extracted with ethyl acetate (2×25 ml). The combined extracts we... Starting materials: CO (MeOH), C(C1=CC=CC=C1)OCCOCC=1C=C2C(=C(C=NC2=CC1)C(=O)OCC)O (ethyl 6-{[2-(benzyloxy)ethoxy]methyl}-4-hydroxy-3-quinolinecarboxylate), C(Cl)Cl (CH2Cl2). Reagents/catalysts: [Pd] (Pd/C). Product: ClC1=CC=C(CNC(=O)C=2C=NC3=CC=C(C=C3C2O)COCCO)C=C1 (N-(4-Chlorobenzyl)-4-hydroxy-6-[(2-hydroxyethoxy)methyl]-3-quinolinecarboxamide). Reaction SMILES: C([O:8][CH2:9][CH2:10][O:11][CH2:12][C:13]1[CH:14]=[C:15]2[C:20](=[CH:21][CH:22]=1)[N:19]=[CH:18][C:17]([C:23]([O:25]CC)=O)=[C:16]2[OH:28])C1C=CC=CC=1.CO.[CH2:31]([Cl:33])Cl>[Pd]>[Cl:33][C:31]1[CH:17]=[CH:16][C:15]([CH2:20][NH:19][C:23]([C:17]2[CH:18]=[N:19][C:20]3[C:15]([C:16]=2[OH:28])=[CH:14][C:13]([CH2:12][O:11][CH2:10][CH2:9][OH:8])=[CH:22][CH:21]=3)=[O:25])=[CH:14][CH:13]=1. Reported procedure: To a suspension of Ag2O (4.50 g) in 37 mL distilled CH2Cl2 is added 2-benzyloxyethanol (2.62 mL). The mixture is stirred at room temperature for 15-30 min. 4-Nitrobenzyl bromide (3.98 g) is added and the reaction is stirred at room temperature for 3 days. The reaction mixture is filtered over celite to remove the Ag2O. The filtrate is condensed to obtain a yellow residue. The residue is chromatographed eluting with 7% EtOAc in hexanes. TLC plates are stained in polymolybdic acid to visualize the... The reactants are O=C(c1ccccc1)C1CCN(S(=O)(=O)c2ccc(Br)cc2)CC1, O=C([O-])[O-], CC(=O)[O-], COc1ccnc(CCc2nc3cc(I)cnc3[nH]2)c1, [Cl-], [K+], [K+], [K+], [Li+], C1COCCO1, O, [Pd], c1ccc(P(c2ccccc2)c2ccccc2)cc1, c1ccc(P(c2ccccc2)c2ccccc2)cc1, c1ccc(P(c2ccccc2)c2ccccc2)cc1, c1ccc(P(c2ccccc2)c2ccccc2)cc1. Product: COc1ccnc(CCc2nc3cc(-c4ccc(S(=O)(=O)N5CCC(C(=O)c6ccccc6)CC5)cc4)cnc3[nH]2)c1. Reaction SMILES: [Br:1][c:2]1[cH:3][cH:4][c:5]([S:8](=[O:9])(=[O:10])[N:11]2[CH2:12][CH2:13][CH:14]([C:17]([c:18]3[cH:19][cH:20][cH:21][cH:22][cH:23]3)=[O:24])[CH2:15][CH2:16]2)[cH:6][cH:7]1.[C:50](=[O:51])([O-:52])[O-:53].[CH3:26][C:27](=[O:28])[O-:29].[CH3:30][O:31][c:32]1[cH:33][c:34]([CH2:38][CH2:39][c:40]2[n:41][c:42]3[c:43]([n:44][cH:45][c:46]([I:48])[cH:47]3)[nH:49]2)[n:35][cH:36][cH:37]1.[Cl-:57].[K+:25].[K+:54].[K+:55].[Li+:56].[O:58]1[CH2:59][CH2:60][O:61][CH2:62][CH2:63]1.[OH2:64].[Pd:65].[c:104]1([P:105]([c:106]2[cH:107][cH:108][cH:109][cH:110][cH:111]2)[c:112]2[cH:113][cH:114][cH:115][cH:116][cH:117]2)[cH:118][cH:119][cH:120][cH:121][cH:122]1.[c:123]1([P:124]([c:125]2[cH:126][cH:127][cH:128][cH:129][cH:130]2)[c:131]2[cH:132][cH:133][cH:134][cH:135][cH:136]2)[cH:137][cH:138][cH:139][cH:140][cH:141]1.[c:66]1([P:67]([c:68]2[cH:69][cH:70][cH:71][cH:72][cH:73]2)[c:74]2[cH:75][cH:76][cH:77][cH:78][cH:79]2)[cH:80][cH:81][cH:82][cH:83][cH:84]1.[c:85]1([P:86]([c:87]2[cH:88][cH:89][cH:90][cH:91][cH:92]2)[c:93]2[cH:94][cH:95][cH:96][cH:97][cH:98]2)[cH:99][cH:100][cH:101][cH:102][cH:103]1>>[c:2]1(-[c:46]2[cH:45][n:44][c:43]3[c:42]([n:41][c:40]([CH2:39][CH2:38][c:34]4[cH:33][c:32]([O:31][CH3:30])[cH:37][cH:36][n:35]4)[nH:49]3)[cH:47]2)[cH:3][cH:4][c:5]([S:8](=[O:9])(=[O:10])[N:11]2[CH2:12][CH2:13][CH:14]([C:17]([c:18]3[cH:19][cH:20][cH:21][cH:22][cH:23]3)=[O:24])[CH2:15][CH2:16]2)[cH:6][cH:7]1.